This data is from the Open Reaction Database (ORD), a public repository of structured organic reaction records. The task is: describe an organic reaction: reactants, conditions, products, and yield Starting materials: ClC=1C=C2C(=NC1)NC=C2C2=NC=C(C(=N2)N[C@@H]2CN(CC2)S(=O)(=O)C)F ((S)-2-(5-chloro-1H-pyrrolo[2,3-b]pyridin-3-yl)-5-fluoro-N-(1-(methylsulfonyl)pyrrolidin-3-yl)pyrimidin-4-amine), C1(CC1)S(=O)(=O)Cl (cyclopropanesulfonyl chloride). Product: ClC=1C=C2C(=NC1)NC=C2C2=NC=C(C(=N2)N[C@@H]2CN(CC2)S(=O)(=O)C2CC2)F ((S)-2-(5-chloro-1H-pyrrolo[2,3-b]pyridin-3-yl)-N-(1-(cyclopropylsulfonyl)pyrrolidin-3-yl)-5-fluoropyrimidin-4-amine). Isolated yield 37.0%. RXN SMILES: [Cl:1][C:2]1[CH:3]=[C:4]2[C:10]([C:11]3[N:16]=[C:15]([NH:17][C@H:18]4[CH2:22][CH2:21][N:20]([S:23]([CH3:26])(=[O:25])=[O:24])[CH2:19]4)[C:14]([F:27])=[CH:13][N:12]=3)=[CH:9][NH:8][C:5]2=[N:6][CH:7]=1.[CH:28]1(S(Cl)(=O)=O)C[CH2:29]1>>[Cl:1][C:2]1[CH:3]=[C:4]2[C:10]([C:11]3[N:16]=[C:15]([NH:17][C@H:18]4[CH2:22][CH2:21][N:20]([S:23]([CH:26]5[CH2:29][CH2:28]5)(=[O:24])=[O:25])[CH2:19]4)[C:14]([F:27])=[CH:13][N:12]=3)=[CH:9][NH:8][C:5]2=[N:6][CH:7]=1. Procedure: According to the procedure for compound 398 using cyclopropanesulfonyl chloride (81 mg, 0.57 mmol) afforded 17.1 mg (37% yield) of 401, as a solid. Reactants: O=C([O-])[O-], COc1cc2nc[nH]c(=O)c2cc1OC, ClCCl, [Na+], [Na+], O, O=S(Cl)Cl. Yields the product COc1cc2ncnc(Cl)c2cc1OC. Reaction SMILES: [C:17](=[O:18])([O-:19])[O-:20].[CH3:1][O:2][c:3]1[cH:4][c:5]2[c:6](=[O:15])[nH:7][cH:8][n:9][c:10]2[cH:11][c:12]1[O:13][CH3:14].[Cl:27][CH2:28][Cl:29].[Na+:21].[Na+:22].[OH2:16].[S:23]([Cl:24])([Cl:25])=[O:26]>>[CH3:1][O:2][c:3]1[cH:4][c:5]2[c:6]([Cl:25])[n:7][cH:8][n:9][c:10]2[cH:11][c:12]1[O:13][CH3:14].